Dataset: the Open Reaction Database (ORD), a public repository of structured organic reaction records. Task: describe an organic reaction: reactants, conditions, products, and yield Reactants: C=CCC(Cc1c(Cl)cc(OCc2ccccc2)cc1Cl)C(=O)N1C(=O)OCC1Cc1ccccc1, C1CCOC1, O=[Os](=O)(=O)=O, O. The product is O=CCC(Cc1c(Cl)cc(OCc2ccccc2)cc1Cl)C(=O)N1C(=O)OCC1Cc1ccccc1. RXN SMILES: [CH2:1]([c:2]1[cH:3][cH:4][cH:5][cH:6][cH:7]1)[CH:8]1[N:9]([C:14]([CH:15]([CH2:16][CH:17]=[CH2:18])[CH2:19][c:20]2[c:21]([Cl:35])[cH:22][c:23]([O:27][CH2:28][c:29]3[cH:30][cH:31][cH:32][cH:33][cH:34]3)[cH:24][c:25]2[Cl:26])=[O:36])[C:10](=[O:13])[O:11][CH2:12]1.[CH2:37]1[CH2:40][CH2:39][CH2:38][O:41]1.[O:43]=[Os:44](=[O:45])(=[O:46])=[O:47].[OH2:42]>>[CH2:1]([c:2]1[cH:3][cH:4][cH:5][cH:6][cH:7]1)[CH:8]1[N:9]([C:14]([CH:15]([CH2:16][CH:17]=[O:41])[CH2:19][c:20]2[c:21]([Cl:35])[cH:22][c:23]([O:27][CH2:28][c:29]3[cH:30][cH:31][cH:32][cH:33][cH:34]3)[cH:24][c:25]2[Cl:26])=[O:36])[C:10](=[O:13])[O:11][CH2:12]1. Starting materials: [H-].[Na+] (sodium hydride), C(C)(C)(C)OC(=O)N(S(=O)(=O)C1=CC=C(C=C1)C)CCCCCl (N-(t-butyloxycarbonyl)-N-[(4-methylphenyl)sulfonyl]-4-chlorobutylamine), CC1=CC=C(C=C1)S(=O)(=O)NCCCCCCCNS(=O)(=O)C1=CC=C(C=C1)C (1,9-bis[(4-methylphenyl)sulfonyl]-1,9-diazanonane), [H][H] (hydrogen). Solvent: CN(C=O)C (dimethylformamide), CN(C=O)C (dimethylformamide), CN(C=O)C (dimethylformamide). Conditions: temperature 0 celsius, time 8 hour. Product: C(C)(C)(C)OC(=O)N(CCCCN(CCCCCCCN(CCCCN(S(=O)(=O)C1=CC=C(C=C1)C)C(=O)OC(C)(C)C)S(=O)(=O)C1=CC=C(C=C1)C)S(=O)(=O)C1=CC=C(C=C1)C)S(=O)(=O)C1=CC=C(C=C1)C (1,19-Bis(t-Butyloxycarbonyl)-1,6,14,19-tetra[(4-methylphenyl)sulfonyl]-1,6,14,19-tetraazanonadecane). As a reaction SMILES: [H-].[Na+].[CH3:3][C:4]1[CH:9]=[CH:8][C:7]([S:10]([NH:13][CH2:14][CH2:15][CH2:16][CH2:17][CH2:18][CH2:19][CH2:20][NH:21][S:22]([C:25]2[CH:30]=[CH:29][C:28]([CH3:31])=[CH:27][CH:26]=2)(=[O:24])=[O:23])(=[O:12])=[O:11])=[CH:6][CH:5]=1.[H][H].[C:34]([O:38][C:39]([N:41]([CH2:52][CH2:53][CH2:54][CH2:55]Cl)[S:42]([C:45]1[CH:50]=[CH:49][C:48]([CH3:51])=[CH:47][CH:46]=1)(=[O:44])=[O:43])=[O:40])([CH3:37])([CH3:36])[CH3:35]>CN(C)C=O>[C:34]([O:38][C:39]([N:41]([S:42]([C:45]1[CH:50]=[CH:49][C:48]([CH3:51])=[CH:47][CH:46]=1)(=[O:44])=[O:43])[CH2:52][CH2:53][CH2:54][CH2:55][N:13]([S:10]([C:7]1[CH:6]=[CH:5][C:4]([CH3:3])=[CH:9][CH:8]=1)(=[O:11])=[O:12])[CH2:14][CH2:15][CH2:16][CH2:17][CH2:18][CH2:19][CH2:20][N:21]([S:22]([C:25]1[CH:26]=[CH:27][C:28]([CH3:31])=[CH:29][CH:30]=1)(=[O:23])=[O:24])[CH2:55][CH2:54][CH2:53][CH2:52][N:41]([C:39]([O:38][C:34]([CH3:35])([CH3:37])[CH3:36])=[O:40])[S:42]([C:45]1[CH:50]=[CH:49][C:48]([CH3:51])=[CH:47][CH:46]=1)(=[O:44])=[O:43])=[O:40])([CH3:37])([CH3:36])[CH3:35] |f:0.1|. Procedure details: Suspend sodium hydride (4.8 g, 0.2 mol) in anhydrous dimethylformamide (100 mL), cool to 0° C. and place under a nitrogen atmosphere. Add, by dropwise addition, a solution 1,9-bis[(4-methylphenyl)sulfonyl]-1,9-diazanonane (43.8 g, 0.1 mol) in dimethylformamide. Stir until evolution of hydrogen ceases. Add, by dropwise addition, a solution of N-(t-butyloxycarbonyl)-N-[(4-methylphenyl)sulfonyl]-4-chlorobutylamine (72.4 g, 0.2 mol) in dimethylformamide (100 mL). Stir overnight at room temperature t... The reactants are CCOC(=O)C(C)(C)Br, CC(C)(C)OC(=O)N1CCNCC1, O=C([O-])[O-], CC#N, ClC(Cl)Cl, [K+], [K+]. Yields the product CCOC(=O)C(C)(C)N1CCN(C(=O)OC(C)(C)C)CC1. Reaction SMILES: [Br:14][C:15]([C:16](=[O:17])[O:18][CH2:19][CH3:20])([CH3:21])[CH3:22].[C:1](=[O:2])([O:3][C:4]([CH3:5])([CH3:6])[CH3:7])[N:8]1[CH2:9][CH2:10][NH:11][CH2:12][CH2:13]1.[C:23](=[O:24])([O-:25])[O-:26].[CH3:29][C:30]#[N:31].[CH:32]([Cl:33])([Cl:34])[Cl:35].[K+:27].[K+:28]>>[C:1](=[O:2])([O:3][C:4]([CH3:5])([CH3:6])[CH3:7])[N:8]1[CH2:9][CH2:10][N:11]([C:15]([C:16](=[O:17])[O:18][CH2:19][CH3:20])([CH3:21])[CH3:22])[CH2:12][CH2:13]1. The reactants are CC1=CC=C(N1CCCC1=CC=C(C=C1)CCCCC)C1=CC=C(C=C1)O (4-[5-methyl-1-(4-pentylphenylpropyl)-1H-pyrrol-2-yl]phenol), O[C@H](C(=O)OCC)CC1=CC=CC=C1 (ethyl (S)-2-hydroxy-3-phenylpropanoate), N(=NC(=O)N1CCCCC1)C(=O)N1CCCCC1 (1,1′-(azodicarbonyl)dipiperidine), C1(=CC=CC=C1)P(C1=CC=CC=C1)C1=CC=CC=C1 (triphenylphosphine). The solvent is C1(=CC=CC=C1)C (toluene), O (water). Yields the product CC1=CC=C(N1CCCC1=CC=C(C=C1)CCCCC)C1=CC=C(O[C@@H](C(=O)OCC)CC2=CC=CC=C2)C=C1 (Ethyl (2R)-2-{4-[5-methyl-1-(4-pentylphenylpropyl)-1H-pyrrol-2-yl]phenoxy}-3-phenylpropanoate). Isolated yield 13.0%. Reaction SMILES: [CH3:1][C:2]1[N:6]([CH2:7][CH2:8][CH2:9][C:10]2[CH:15]=[CH:14][C:13]([CH2:16][CH2:17][CH2:18][CH2:19][CH3:20])=[CH:12][CH:11]=2)[C:5]([C:21]2[CH:26]=[CH:25][C:24]([OH:27])=[CH:23][CH:22]=2)=[CH:4][CH:3]=1.O[C@@H:29]([CH2:35][C:36]1[CH:41]=[CH:40][CH:39]=[CH:38][CH:37]=1)[C:30]([O:32][CH2:33][CH3:34])=[O:31].N(C(N1CCCCC1)=O)=NC(N1CCCCC1)=O.C1(P(C2C=CC=CC=2)C2C=CC=CC=2)C=CC=CC=1>C1(C)C=CC=CC=1.O>[CH3:1][C:2]1[N:6]([CH2:7][CH2:8][CH2:9][C:10]2[CH:15]=[CH:14][C:13]([CH2:16][CH2:17][CH2:18][CH2:19][CH3:20])=[CH:12][CH:11]=2)[C:5]([C:21]2[CH:22]=[CH:23][C:24]([O:27][C@H:29]([CH2:35][C:36]3[CH:37]=[CH:38][CH:39]=[CH:40][CH:41]=3)[C:30]([O:32][CH2:33][CH3:34])=[O:31])=[CH:25][CH:26]=2)=[CH:4][CH:3]=1. Reported procedure: A solution of 4-[5-methyl-1-(4-pentylphenylpropyl)-1H-pyrrol-2-yl]phenol (1.3 g, 3.6 mmol), ethyl (S)-2-hydroxy-3-phenylpropanoate (1.05 g, 5.4 mmol), 1,1′-(azodicarbonyl)dipiperidine (1.36 g, 5.4 mmol) and triphenylphosphine (1.42 g, 5.4 mmol) in toluene (40 ml) was stirred at 80° C. for 12 hours. The reaction solution was poured into water and extracted with ethyl acetate, and the extract was washed with saturated brine and dried over magnesium sulfate anhydride. The solvent was removed under ...